From a dataset of the Open Reaction Database (ORD), a public repository of structured organic reaction records. describe an organic reaction: reactants, conditions, products, and yield Starting materials: Cc1ccc(-c2ccc(OCc3ccccc3)cc2)n1CCCO, Oc1ccc(Cc2ccccc2)cc1, Cc1ccccc1, O=C(N=NC(=O)N1CCCCC1)N1CCCCC1, O, c1ccc(P(c2ccccc2)c2ccccc2)cc1. The product is Cc1ccc(-c2ccc(OCc3ccccc3)cc2)n1CCCOc1ccc(Cc2ccccc2)cc1. As a reaction SMILES: [CH2:1]([c:2]1[cH:3][cH:4][cH:5][cH:6][cH:7]1)[O:8][c:9]1[cH:10][cH:11][c:12](-[c:15]2[n:16]([CH2:21][CH2:22][CH2:23][OH:24])[c:17]([CH3:20])[cH:18][cH:19]2)[cH:13][cH:14]1.[CH2:25]([c:26]1[cH:27][cH:28][cH:29][cH:30][cH:31]1)[c:32]1[cH:33][cH:34][c:35]([OH:38])[cH:36][cH:37]1.[CH3:76][c:77]1[cH:78][cH:79][cH:80][cH:81][cH:82]1.[N:58]([C:59]([N:60]1[CH2:61][CH2:62][CH2:63][CH2:64][CH2:65]1)=[O:66])=[N:67][C:68]([N:69]1[CH2:70][CH2:71][CH2:72][CH2:73][CH2:74]1)=[O:75].[OH2:83].[c:39]1([P:40]([c:41]2[cH:42][cH:43][cH:44][cH:45][cH:46]2)[c:47]2[cH:48][cH:49][cH:50][cH:51][cH:52]2)[cH:53][cH:54][cH:55][cH:56][cH:57]1>>[CH2:1]([c:2]1[cH:3][cH:4][cH:5][cH:6][cH:7]1)[O:8][c:9]1[cH:10][cH:11][c:12](-[c:15]2[n:16]([CH2:21][CH2:22][CH2:23][O:24][c:35]3[cH:34][cH:33][c:32]([CH2:25][c:26]4[cH:27][cH:28][cH:29][cH:30][cH:31]4)[cH:37][cH:36]3)[c:17]([CH3:20])[cH:18][cH:19]2)[cH:13][cH:14]1.